From a dataset of the Open Reaction Database (ORD), a public repository of structured organic reaction records. describe an organic reaction: reactants, conditions, products, and yield Starting materials: solid, [N+](=O)([O-])C1=CC=C(C=C1)C1=CC=NN1C1=CC=C(C=C1)C (5-(4-nitro-phenyl)-1 p-tolyl-1H-pyrazole), [N+](=O)([O-])C1=CC=C(C=C1)C1=CC=NN1C1=CC=C(C=C1)C (5-(4-nitro-phenyl)-1 p-tolyl-1H-pyrazole), C1(=CC=C(C=C1)CC#N)C (2-(p-tolyl)-acetonitrile). Yields the product C1(=CC=C(C=C1)C1=C2C(=NO1)C=CC(=C2)C=2N(N=CC2)C2=CC=C(C=C2)C)C (3-p-Tolyl-5-(2-p-tolyl-2H-pyrazol-3-yl)-benzo[c]isoxazole). RXN SMILES: [N+:1]([C:4]1[CH:9]=[CH:8][C:7]([C:10]2[N:14]([C:15]3[CH:20]=[CH:19][C:18]([CH3:21])=[CH:17][CH:16]=3)[N:13]=[CH:12][CH:11]=2)=[CH:6][CH:5]=1)([O-])=[O:2].[C:22]1([CH3:31])[CH:27]=[CH:26][C:25]([CH2:28]C#N)=[CH:24][CH:23]=1>>[C:22]1([CH3:31])[CH:27]=[CH:26][C:25]([C:28]2[O:2][N:1]=[C:4]3[CH:9]=[CH:8][C:7]([C:10]4[N:14]([C:15]5[CH:16]=[CH:17][C:18]([CH3:21])=[CH:19][CH:20]=5)[N:13]=[CH:12][CH:11]=4)=[CH:6][C:5]=23)=[CH:24][CH:23]=1. Reported procedure: The title compound, yellow solid (35 mg, 27%), MS (ISP) m/z=366.2 [(M+H)+], mp 190° C., was prepared in accordance with the general method of example 1 from 5-(4-nitro-phenyl)-1-p-tolyl-1H-pyrazole (intermediate E) (100 mg, 353 μmol) and commercially available 2-(p-tolyl)-acetonitrile.